Dataset: the Open Reaction Database (ORD), a public repository of structured organic reaction records. Task: describe an organic reaction: reactants, conditions, products, and yield Procedure details: Obtained using the procedure described in section b of Example 9, starting with 5.5 g (0.0194 mole) of 4-amino-2-[(4-methoxyphenoxy)methyl]pteridine in 150 ml of 5% aqueous sodium hydroxide. The solid obtained is taken up in dilute sodium hydroxide for purification. The insoluble portion is removed by filtration. The filtrate is acidified with acetic acid to pH 5.5. The precipitate formed is isolated by filtration; it is finally recrystallized from a mixture of ethanol and N,N-dimethylformamide.... The reactants are NC1=NC(=NC2=NC=CN=C12)COC1=CC=C(C=C1)OC (4-amino-2-[(4-methoxyphenoxy)methyl]pteridine), [OH-].[Na+] (sodium hydroxide). Product: COC1=CC=C(OCC2=NC3=NC=CN=C3C(N2)=O)C=C1 (2-[(4-Methoxyphenoxy)methyl]-4(3H)-pteridinone). As a reaction SMILES: N[C:2]1[C:11]2[C:6](=[N:7][CH:8]=[CH:9][N:10]=2)[N:5]=[C:4]([CH2:12][O:13][C:14]2[CH:19]=[CH:18][C:17]([O:20][CH3:21])=[CH:16][CH:15]=2)[N:3]=1.[OH-:22].[Na+]>>[CH3:21][O:20][C:17]1[CH:18]=[CH:19][C:14]([O:13][CH2:12][C:4]2[NH:3][C:2](=[O:22])[C:11]3[C:6](=[N:7][CH:8]=[CH:9][N:10]=3)[N:5]=2)=[CH:15][CH:16]=1 |f:1.2|. Starting materials: C(O)([O-])=O.[Na+] (sodium hydrogencarbonate), FC=1C=CC(=C(C1)C1CCNCC1)C1=CC(CC(C1)(C)C)(C)C (4-[5-fluoro-2-(3,3,5,5-tetramethylcyclohex-1-enyl)phenyl]piperidine), C(CCC)=O (butyraldehyde), C(C)(=O)O[BH-](OC(C)=O)OC(C)=O.[Na+] (sodium triacetoxyborohydride), C(C)(=O)O (acetic acid). The solvent is O1CCCC1 (tetrahydrofuran), C(C)(=O)OCC (ethyl acetate). Conditions: time 15 hour. The product is C(CCC)N1CCC(CC1)C1=C(C=CC(=C1)F)C1=CC(CC(C1)(C)C)(C)C (1-butyl-4-[5-fluoro-2-(3,3,5,5-tetramethylcyclohex-1-enyl)phenyl]piperidine). Yield: 67.3%. As a reaction SMILES: [F:1][C:2]1[CH:3]=[CH:4][C:5]([C:14]2[CH2:19][C:18]([CH3:21])([CH3:20])[CH2:17][C:16]([CH3:23])([CH3:22])[CH:15]=2)=[C:6]([CH:8]2[CH2:13][CH2:12][NH:11][CH2:10][CH2:9]2)[CH:7]=1.[CH:24](=O)[CH2:25][CH2:26][CH3:27].C(O[BH-](OC(=O)C)OC(=O)C)(=O)C.[Na+].C(O)(=O)C.C(=O)([O-])O.[Na+]>O1CCCC1.C(OCC)(=O)C>[CH2:24]([N:11]1[CH2:10][CH2:9][CH:8]([C:6]2[CH:7]=[C:2]([F:1])[CH:3]=[CH:4][C:5]=2[C:14]2[CH2:19][C:18]([CH3:21])([CH3:20])[CH2:17][C:16]([CH3:23])([CH3:22])[CH:15]=2)[CH2:13][CH2:12]1)[CH2:25][CH2:26][CH3:27] |f:2.3,5.6|. Procedure details: To a solution of 4-[5-fluoro-2-(3,3,5,5-tetramethylcyclohex-1-enyl)phenyl]piperidine (70 mg, 0.22 mmol) produced in Example (106g) in tetrahydrofuran (2 mL) were added butyraldehyde (19.2 mg, 0.27 mmol), sodium triacetoxyborohydride (71 mg, 0.33 mmol) and acetic acid (27 mg, 0.44 mmol), followed by stirring for 15 hours at room temperature. Saturated aqueous solution of sodium hydrogencarbonate was added to the reaction mixture and extraction was performed with ethyl acetate. The organic layer w... Starting materials: BrC=1C(=NC=C(C1)Cl)OCC (3-bromo-5-chloro-2-ethoxy-pyridine), C(C)(=O)C1=CC=C(C=C1)B(O)O (4-acetylphenylboronic acid), C([O-])([O-])=O.[Na+].[Na+] (sodium carbonate). Reagents/catalysts: C=1C=CC(=CC1)[P](C=2C=CC=CC2)(C=3C=CC=CC3)[Pd]([P](C=4C=CC=CC4)(C=5C=CC=CC5)C=6C=CC=CC6)([P](C=7C=CC=CC7)(C=8C=CC=CC8)C=9C=CC=CC9)[P](C=1C=CC=CC1)(C=1C=CC=CC1)C=1C=CC=CC1 (tetrakis(triphenylphosphine)palladium). The solvent is COCCOC (1,2-dimethoxyethane). The product is ClC=1C=C(C(=NC1)OCC)C1=CC=C(C=C1)C(C)=O (1-[4-(5-chloro-2-ethoxy-pyridin-3-yl)-phenyl]-ethanone). Yield: 64.7%. As a reaction SMILES: Br[C:2]1[C:3]([O:9][CH2:10][CH3:11])=[N:4][CH:5]=[C:6]([Cl:8])[CH:7]=1.[C:12]([C:15]1[CH:20]=[CH:19][C:18](B(O)O)=[CH:17][CH:16]=1)(=[O:14])[CH3:13].C(=O)([O-])[O-].[Na+].[Na+]>C1C=CC([P]([Pd]([P](C2C=CC=CC=2)(C2C=CC=CC=2)C2C=CC=CC=2)([P](C2C=CC=CC=2)(C2C=CC=CC=2)C2C=CC=CC=2)[P](C2C=CC=CC=2)(C2C=CC=CC=2)C2C=CC=CC=2)(C2C=CC=CC=2)C2C=CC=CC=2)=CC=1.COCCOC>[Cl:8][C:6]1[CH:7]=[C:2]([C:18]2[CH:19]=[CH:20][C:15]([C:12](=[O:14])[CH3:13])=[CH:16][CH:17]=2)[C:3]([O:9][CH2:10][CH3:11])=[N:4][CH:5]=1 |f:2.3.4,^1:33,35,54,73|. Reported procedure: To a solution of 2,5-dichloropyridine (7.0 g, 0.047 mol) in ethanol (44.5 ml) was slowly added a 25% solution of sodium ethoxide in ethanol (13.6 ml, 50 mmol). The reaction mixture was heated to 150° C. for 10 min in a microwave oven. The solvent was evaporated and the residue partitioned between diethyl ether and water. The organic phase was washed with water, brine and dried over anhydrous potassium carbonate. The solvent was evaporated under reduced pressure to give 5-chloro-2-ethoxy-pyridine...